From a dataset of the Open Reaction Database (ORD), a public repository of structured organic reaction records. describe an organic reaction: reactants, conditions, products, and yield The reactants are CS(=O)(=O)O.C1=CC(=C(C=C1F)F)N2C=C(C(=O)C=3C2=NC(=C(C3)F)N4C[C@@H]5[C@H](C4)[C@H]5N)C(=O)O (Trovafloxacin mesylate), C([O-])(O)=O.[Na+] (sodium bicarbonate). Solvent: O (water). Reaction conditions: temperature 50 celsius, time 30 minute. Yields the product C1=CC(=C(C=C1F)F)N2C=C(C(=O)C=3C2=NC(=C(C3)F)N4C[C@@H]5[C@H](C4)[C@H]5N)C(=O)O (Trovafloxacin). Reaction SMILES: CS(O)(=O)=O.[CH:6]1[C:11]([F:12])=[CH:10][C:9]([F:13])=[C:8]([N:14]2[C:20]3=[N:21][C:22]([N:26]4[CH2:30][C@@H:29]5[C@@H:31]([NH2:32])[C@@H:28]5[CH2:27]4)=[C:23]([F:25])[CH:24]=[C:19]3[C:17](=[O:18])[C:16]([C:33]([OH:35])=[O:34])=[CH:15]2)[CH:7]=1.C(=O)(O)[O-].[Na+]>O>[CH:6]1[C:11]([F:12])=[CH:10][C:9]([F:13])=[C:8]([N:14]2[C:20]3=[N:21][C:22]([N:26]4[CH2:30][C@@H:29]5[C@@H:31]([NH2:32])[C@@H:28]5[CH2:27]4)=[C:23]([F:25])[CH:24]=[C:19]3[C:17](=[O:18])[C:16]([C:33]([OH:35])=[O:34])=[CH:15]2)[CH:7]=1 |f:0.1,2.3|. Reported procedure: Trovafloxacin mesylate (prepared according to Example 13B of the '402 patent) (20 g) was stirred with demineralized water (100 mL). The crystal slurry was heated to about 50° C. and the slurry adjusted to a pH of about 8.0 by addition of saturated sodium bicarbonate solution. The slurry was held at about 50° C. for 30 minutes, allowed to cool to about 25° C. and stirred at this temperature for 30 minutes. The crystals were isolated by filtration and washed with demineralized water (27 mL). The w... Starting materials: C(#C)C1=CC(=C(C=C1)N(CCCN(C)C)C)[N+](=O)[O-] (N-(4-ethynyl-2-nitro-phenyl)-N,N′,N′-trimethyl-propane-1,3-diamine), CCO (EtOH), Cl (HCl). Reagents/catalysts: [Fe] (iron). The solvent is C1CCOC1 (THF). Conditions: temperature 90 celsius. The product is CN(CCCN(C=1C(=CC(=CC1)C#C)N)C)C (N1-(3-dimethylamino-propyl)-4-ethynyl-N1-methyl-benzene-1,2-diamine). As a reaction SMILES: [C:1]([C:3]1[CH:8]=[CH:7][C:6]([N:9]([CH3:16])[CH2:10][CH2:11][CH2:12][N:13]([CH3:15])[CH3:14])=[C:5]([N+:17]([O-])=O)[CH:4]=1)#[CH:2].CCO.Cl>[Fe].C1COCC1>[CH3:15][N:13]([CH3:14])[CH2:12][CH2:11][CH2:10][N:9]([CH3:16])[C:6]1[C:5]([NH2:17])=[CH:4][C:3]([C:1]#[CH:2])=[CH:8][CH:7]=1. Reported procedure: To N-(4-ethynyl-2-nitro-phenyl)-N,N′,N′-trimethyl-propane-1,3-diamine (730 mg, 2.79 mmol), EtOH (40 mL) and THF (13 mL) was added concentrated HCl (1.0 mL) and iron metal (10.6 g, 191 mmol). A reflux condenser was attached and the mixture was heated overnight at 90° C. The cooled mixture was filtered through a pad of Celite, concentrated and purified by flash chromatography (90:10:1 CH2Cl2/MeOH/NH4OH) to yield N1-(3-dimethylamino-propyl)-4-ethynyl-N1-methyl-benzene-1,2-diamine. MS m/z=232 [M+1]+... Run in CCO (EtOH). Yields the product O1CCN(CC1)C=1C=NC2=CC=C(C=C2C1)SC1=NN=C2N1C=C(C=C2)/C(/C)=N/O ((E)-1-(3-((3-morpholinoquinolin-6-yl)thio)-[1,2,4]triazolo[4,3-a]pyridin-6-yl)ethanone oxime). Procedure: To a solution of (77.3) (10 mg, 0.025 mmol) and hydroxylamine hydrochloride (6.86 mg, 0.099 mmol) in EtOH (5 ml) was added 0.01 ml of HCl (2 N) and the mixture was stirred in a sealed tube at 80° C. overnight. The mixture was evaporated to dryness and dissolved in H2O again, which was neutralized immediately by NaHCO3 until pH reached about 9. The resulted precipitate was filtered quickly. The precipitate was dissolved in DCM/MeOH (10/1) and washed again by water. The organic phase was dried ove... Reaction conditions: temperature 80 celsius, time 8 hour. Yield: 64.7%. The reactants are O1CCN(CC1)C=1C=NC2=CC=C(C=C2C1)SC1=NN=C2N1C=C(C=C2)C(C)=O (1-(3-((3-morpholinoquinolin-6-yl)thio)-[1,2,4]triazolo[4,3-a]pyridin-6-yl)ethanone), Cl.NO (hydroxylamine hydrochloride), Cl (HCl). As a reaction SMILES: [O:1]1[CH2:6][CH2:5][N:4]([C:7]2[CH:8]=[N:9][C:10]3[C:15]([CH:16]=2)=[CH:14][C:13]([S:17][C:18]2[N:22]4[CH:23]=[C:24]([C:27](=O)[CH3:28])[CH:25]=[CH:26][C:21]4=[N:20][N:19]=2)=[CH:12][CH:11]=3)[CH2:3][CH2:2]1.Cl.[NH2:31][OH:32].Cl>CCO>[O:1]1[CH2:2][CH2:3][N:4]([C:7]2[CH:8]=[N:9][C:10]3[C:15]([CH:16]=2)=[CH:14][C:13]([S:17][C:18]2[N:22]4[CH:23]=[C:24](/[C:27](=[N:31]/[OH:32])/[CH3:28])[CH:25]=[CH:26][C:21]4=[N:20][N:19]=2)=[CH:12][CH:11]=3)[CH2:5][CH2:6]1 |f:1.2|. Starting materials: ClC1=CC=C2C(N3C(=NC2=C1)CCCCC3)=O (3-chloro-7,8,9,10-tetrahydroazepino[2,1-b]quinazolin-12(6H)-one), COC=1C=CC(=CC1)P2(=S)SP(=S)(S2)C=3C=CC(=CC3)OC (Lawesson's reagent). Solvent: C1(=CC=CC=C1)C (toluene). Product: ClC1=CC=C2C(N3C(=NC2=C1)CCCCC3)=S (3-Chloro-7,8,9,10-tetrahydroazepino[2,1-b]quinazolin-12(6H)-thione). Reaction SMILES: [Cl:1][C:2]1[CH:11]=[C:10]2[C:5]([C:6](=O)[N:7]3[CH2:16][CH2:15][CH2:14][CH2:13][CH2:12][C:8]3=[N:9]2)=[CH:4][CH:3]=1.COC1C=CC(P2(SP(C3C=CC(OC)=CC=3)(=S)S2)=[S:27])=CC=1>C1(C)C=CC=CC=1>[Cl:1][C:2]1[CH:11]=[C:10]2[C:5]([C:6](=[S:27])[N:7]3[CH2:16][CH2:15][CH2:14][CH2:13][CH2:12][C:8]3=[N:9]2)=[CH:4][CH:3]=1. Procedure: 10 g of 3-chloro-7,8,9,10-tetrahydroazepino[2,1-b]quinazolin-12(6H)-one was treated with 15 g of Lawesson's reagent in toluene at reflux under nitrogen, until the starting material was consumed, as checked by TLC, using chloroform as eluent (24 hours). The mixture was concentrated in vacuo and chromatographed on silica gel, using chloroform as eluent. The bright yellow material was recrystallized from hexane-ethyl acetate, giving lemon-yellow needles, m.p. 99° C.-101° C.